From a dataset of the Open Reaction Database (ORD), a public repository of structured organic reaction records. describe an organic reaction: reactants, conditions, products, and yield The reactants are N(=O)C1=CC=CC=C1 (nitrosobenzene), CN(C)N (unsymmetrical-dimethylhydrazine). The solvent is C(C)O (ethanol), C(C)O (ethanol). Run at temperature 25 celsius, time 2 hour. The product is CN(N=[N+](C1=CC=CC=C1)[O-])C (3,3-dimethyl-1-phenyltriazene-1-oxide). As a reaction SMILES: [N:1]([C:3]1[CH:8]=[CH:7][CH:6]=[CH:5][CH:4]=1)=[O:2].[CH3:9][N:10]([NH2:12])[CH3:11]>C(O)C>[CH3:9][N:10]([CH3:11])[N:12]=[N+:1]([O-:2])[C:3]1[CH:8]=[CH:7][CH:6]=[CH:5][CH:4]=1. Procedure: To a solution of 7.5 g. of nitrosobenzene in 80 ml. of ethanol at 0° was added in a dropwise manner 4.2 g. of unsymmetrical-dimethylhydrazine as a saturated solution in ethanol. After stirring at 0° for 2 hours, the reaction mixture was allowed to warm to 25° C. and stirred for 16 hours longer. The solution was concentrated in vacuo, and the red-brown oil was chromatographed on silica gel in benzene. The product was eluted with 5-10 percent ethyl acetate in benzene. Three grams of 3,3-dimethyl-1... The reactants are C(C)(=O)C=1C=C(NC1)\C=C\1/C(NC2=CC=C(C(=C12)I)F)=O ((Z)-3-[(4-Acetyl-1H-pyrrol-2-yl)methylene]-1,3-dihydro-5-fluoro-4-iodo-2H-indol-2-one), C(=O)(OC(C)(C)C)N1[C@@H](CCC1)C#C ((S)-N-Boc-2-Ethynyl-pyrrolidine), O (H2O). The reagents and catalysts are C=1C=CC(=CC1)[P](C=2C=CC=CC2)(C=3C=CC=CC3)[Pd]([P](C=4C=CC=CC4)(C=5C=CC=CC5)C=6C=CC=CC6)([P](C=7C=CC=CC7)(C=8C=CC=CC8)C=9C=CC=CC9)[P](C=1C=CC=CC1)(C=1C=CC=CC1)C=1C=CC=CC1 ((Ph3P)4Pd). Run in FC(C(=O)O)(F)F (trifluoroacetic acid), C(Cl)Cl (CH2Cl2), CCOC(=O)C (EtOAc), CN(C)C=O (DMF), CCN(CC)CC (Et3N), CCOC(=O)C (EtOAc). Reaction conditions: time 2 hour. The product is C(C)(=O)C=1C=C(NC1)\C=C\1/C(NC2=CC=C(C(=C12)C#C[C@H]1NCCC1)F)=O ((S)-(Z)-3-[(4-Acetyl-1H-pyrrol-2-yl)methylene]-1,3-dihydro-5-fluoro-4-[(pyrrolidin-2-yl)ethynyl]-2H-indol-2-one). As a reaction SMILES: C([N:8]1[CH2:12][CH2:11][CH2:10][C@H:9]1[C:13]#[CH:14])(OC(C)(C)C)=O.[C:15]([C:18]1[CH:19]=[C:20](/[CH:23]=[C:24]2\[C:25](=[O:35])[NH:26][C:27]3[C:32]\2=[C:31](I)[C:30]([F:34])=[CH:29][CH:28]=3)[NH:21][CH:22]=1)(=[O:17])[CH3:16].O>CN(C=O)C.CCN(CC)CC.CCOC(C)=O.FC(F)(F)C(O)=O.C(Cl)Cl.C1C=CC([P]([Pd]([P](C2C=CC=CC=2)(C2C=CC=CC=2)C2C=CC=CC=2)([P](C2C=CC=CC=2)(C2C=CC=CC=2)C2C=CC=CC=2)[P](C2C=CC=CC=2)(C2C=CC=CC=2)C2C=CC=CC=2)(C2C=CC=CC=2)C2C=CC=CC=2)=CC=1>[C:15]([C:18]1[CH:19]=[C:20](/[CH:23]=[C:24]2\[C:25](=[O:35])[NH:26][C:27]3[C:32]\2=[C:31]([C:14]#[C:13][C@@H:9]2[CH2:10][CH2:11][CH2:12][NH:8]2)[C:30]([F:34])=[CH:29][CH:28]=3)[NH:21][CH:22]=1)(=[O:17])[CH3:16] |^1:68,70,89,108|. Reported procedure: Using Method C above, (S)-N-Boc-2-Ethynyl-pyrrolidine (220 mg, 1.13 mmol) (Example 87B) was coupled with (Z)-3-[(4-acetyl-1H-pyrrol-2-yl)methylene]-1,3-dihydro-5-fluoro-4-iodo-2H-indol-2-one (150 mg, 0.38 mmol) (Example 90B) using (Ph3P)4Pd (44 mg, 0.04 mmol) and a catalytic amount of Cul in a mixture of DMF (5 mL) and Et3N (5 mL) as solvent at 80° C. for 7 hrs. Upon completion, the reaction mixture was diluted with EtOAc and extracted with H2O. The organic layer was dried over Na2SO4, concentra... The reactants are C(C)(=O)OC1C(N(CC1)CC(=O)OCC)=O (ethyl (R/S)-2-(3-acetoxy-2-oxo-1-pyrrolidinyl)acetate), saturated solution, N (ammonia). Solvent: CO (methanol). Run at time 1 hour. Yields the product OC1C(N(CC1)CC(=O)N)=O ((R/S)-2-(3-hydroxy-2-oxo-1-pyrrolidinyl)acetamide). RXN SMILES: C([O:4][CH:5]1[CH2:9][CH2:8][N:7]([CH2:10][C:11](OCC)=[O:12])[C:6]1=[O:16])(=O)C.[NH3:17]>CO>[OH:4][CH:5]1[CH2:9][CH2:8][N:7]([CH2:10][C:11]([NH2:17])=[O:12])[C:6]1=[O:16]. Procedure details: 0.40 g of ethyl (R/S)-2-(3-acetoxy-2-oxo-1-pyrrolidinyl)acetate is treated with 45 ml of a saturated solution of ammonia in methanol. The mixture is left to stand at room temperature for 1 hour and then evaporated. The residue is treated four times with acetonitrile and in each case again evaporated. There is obtained (R/S)-2-(3-hydroxy-2-oxo-1-pyrrolidinyl)acetamide which melts at 163°-164° after recrystallization from methanol/diethyl ether (1:3). Reactants: N(=[N+]=[N-])CCOC1=CC=C(C=C1)CC(C(=O)OCC)OC1=CC=CC=C1 (ethyl 3-[4-(2-azidoethoxy)phenyl]-2-phenoxypropionate). Reagents/catalysts: [Pd] (palladium on carbon). Product: NCCOC1=CC=C(C=C1)CC(C(=O)OCC)OC1=CC=CC=C1 (Ethyl 3-[4-(2-aminoethoxy)phenyl]-2-phenoxypropionate). The yield is 98.4%. RXN SMILES: [N:1]([CH2:4][CH2:5][O:6][C:7]1[CH:12]=[CH:11][C:10]([CH2:13][CH:14]([O:20][C:21]2[CH:26]=[CH:25][CH:24]=[CH:23][CH:22]=2)[C:15]([O:17][CH2:18][CH3:19])=[O:16])=[CH:9][CH:8]=1)=[N+]=[N-]>[Pd]>[NH2:1][CH2:4][CH2:5][O:6][C:7]1[CH:8]=[CH:9][C:10]([CH2:13][CH:14]([O:20][C:21]2[CH:22]=[CH:23][CH:24]=[CH:25][CH:26]=2)[C:15]([O:17][CH2:18][CH3:19])=[O:16])=[CH:11][CH:12]=1. Procedure details: In a similar manner to that described in Reference example 1(d), a reaction was carried out using ethyl 3-[4-(2-azidoethoxy)phenyl]-2-phenoxypropionate (3.40 g), which is the product of Reference example 4(g), and palladium on carbon (5%, 350 mg) and the reaction mixture was treated to afford the title compound (3.10 g) as a syrup. Starting materials: ClC(Cl)(Cl)Cl, Cc1ccc(C(=O)C2CCCCC2)cc1, CC(C)(C#N)N=NC(C)(C)C#N, O=C1CCC(=O)N1Br. Product: O=C(c1ccc(CBr)cc1)C1CCCCC1. As a reaction SMILES: [C:36]([Cl:37])([Cl:38])([Cl:39])[Cl:40].[CH:1]1([C:7](=[O:8])[c:9]2[cH:10][cH:11][c:12]([CH3:15])[cH:13][cH:14]2)[CH2:2][CH2:3][CH2:4][CH2:5][CH2:6]1.[N:24]#[C:25][C:26]([N:27]=[N:28][C:29]([C:30]#[N:31])([CH3:32])[CH3:33])([CH3:34])[CH3:35].[O:16]=[C:17]1[N:18]([Br:23])[C:19](=[O:20])[CH2:21][CH2:22]1>>[CH:1]1([C:7](=[O:8])[c:9]2[cH:10][cH:11][c:12]([CH2:15][Br:23])[cH:13][cH:14]2)[CH2:2][CH2:3][CH2:4][CH2:5][CH2:6]1. Starting materials: ClC1=CC(=NC=C1)C(=O)NN (4-chloropyridine-2-carboxylic acid hydrazide), N1CCNCC1 (piperazine), C([O-])(O)=O.[Na+] (sodium bicarbonate). The solvent is C(CCC)O (n-butanol). Reaction conditions: time 18 hour. Yields the product N1(CCNCC1)C1=CC(=NC=C1)C(=O)NN (4-(1-Piperazinyl)pyridine-2-carboxylic acid hydrazide). Yield: 67.0%. Reaction SMILES: Cl[C:2]1[CH:7]=[CH:6][N:5]=[C:4]([C:8]([NH:10][NH2:11])=[O:9])[CH:3]=1.[NH:12]1[CH2:17][CH2:16][NH:15][CH2:14][CH2:13]1.C(=O)(O)[O-].[Na+]>C(O)CCC>[N:12]1([C:2]2[CH:7]=[CH:6][N:5]=[C:4]([C:8]([NH:10][NH2:11])=[O:9])[CH:3]=2)[CH2:17][CH2:16][NH:15][CH2:14][CH2:13]1 |f:2.3|. Reported procedure: A mixture of 4-chloropyridine-2-carboxylic acid hydrazide (9.37 g), piperazine (20.0 g) and sodium bicarbonate (15 g) in n-butanol (120 ml) was heated under reflux with stirring for 18 hours and then cooled and filtered. The filtrate was evaporated and the residue was chromatographed on silica gel. Elution with a mixture of chloroform, ethanol and concentrated aqueous ammonia solution (50:50:1) gave the product as a solid (8.10 g), m.p. 212°-217° C. (decomp.). Reactants: COC([C@@H](NC(=O)C1=C(C=CC=C1Cl)Cl)CC1=CC(=C(C=C1)C=1C(N(C(N(C1)C)=O)C)=O)C)=O (N-[(2,6-dichlorophenyl)carbonyl]-4-(1,3-dimethyl-2,4-dioxo-5-pyrimidinyl)-3-methyl-L-phenylalanine methyl ester), [OH-].[Na+] (sodium hydroxide). Run in C(C)O (ethanol). Reaction conditions: time 2 hour. Product: ClC1=C(C(=CC=C1)Cl)C(=O)N[C@@H](CC1=CC(=C(C=C1)C=1C(N(C(N(C1)C)=O)C)=O)C)C(=O)O (N-[(2,6-dichlorophenyl)carbonyl]-4-(1,3-dimethyl-2,4-dioxo-5-pyrimidinyl)-3-methyl-L-phenylalanine). Isolated yield 40.8%. Reaction SMILES: C[O:2][C:3](=[O:34])[C@H:4]([CH2:16][C:17]1[CH:22]=[CH:21][C:20]([C:23]2[C:24](=[O:32])[N:25]([CH3:31])[C:26](=[O:30])[N:27]([CH3:29])[CH:28]=2)=[C:19]([CH3:33])[CH:18]=1)[NH:5][C:6]([C:8]1[C:13]([Cl:14])=[CH:12][CH:11]=[CH:10][C:9]=1[Cl:15])=[O:7].[OH-].[Na+]>C(O)C>[Cl:14][C:13]1[CH:12]=[CH:11][CH:10]=[C:9]([Cl:15])[C:8]=1[C:6]([NH:5][C@H:4]([C:3]([OH:34])=[O:2])[CH2:16][C:17]1[CH:22]=[CH:21][C:20]([C:23]2[C:24](=[O:32])[N:25]([CH3:31])[C:26](=[O:30])[N:27]([CH3:29])[CH:28]=2)=[C:19]([CH3:33])[CH:18]=1)=[O:7] |f:1.2|. Procedure: To a suspension of N-[(2,6-dichlorophenyl)carbonyl]-4-(1,3-dimethyl-2,4-dioxo-5-pyrimidinyl)-3-methyl-L-phenylalanine methyl ester (0.1 mmol, 59 mg) in ethanol (1 mL) was added aqueous 1.0 N sodium hydroxide (0.2 mL) at room temperature. The mixture was stirred for 2 h at room temperature. The ethanol was removed under reduced pressure and the residue was diluted with water (10 mL). The aqueous solution was washed with diethyl ether (20 mL) to remove any neutral impurities. The aqueous layer was... Starting materials: CC1=CC(=NC=C1OCCC(F)(F)F)C=O (4-methyl-5-(3,3,3-trifluoropropoxy)picolinaldehyde), CC(C)(C)[S@@](=O)N ((R)-2-methylpropane-2-sulfinamide), Amine-49. The product is CC(C)(C)[S@](=O)/N=C/C1=NC=C(C(=C1)C)OCCC(F)(F)F ((S,E)-2-methyl-N-((4-methyl-5-(3,3,3-trifluoropropoxy)pyridin-2-yl)methylene)propane-2-sulfinamide). Isolated yield 65.0%. Reaction SMILES: [CH3:1][C:2]1[C:7]([O:8][CH2:9][CH2:10][C:11]([F:14])([F:13])[F:12])=[CH:6][N:5]=[C:4]([CH:15]=O)[CH:3]=1.[CH3:17][C:18]([S@:21]([NH2:23])=[O:22])([CH3:20])[CH3:19]>>[CH3:17][C:18]([S@@:21](/[N:23]=[CH:15]/[C:4]1[CH:3]=[C:2]([CH3:1])[C:7]([O:8][CH2:9][CH2:10][C:11]([F:14])([F:13])[F:12])=[CH:6][N:5]=1)=[O:22])([CH3:20])[CH3:19]. Procedure details: The title compound is prepared in 65% yield (1.67 g, white solid) from 4-methyl-5-(3,3,3-trifluoropropoxy)picolinaldehyde (1.79 g, 7.68 mmol, Step-3) and (R)-2-methylpropane-2-sulfinamide (1.40 g, 11.5 mmol) in a similar manner to Step-6 of Amine-49. Starting materials: O1C=C(C=C1)SCCC(=O)O (3-(3-furylthio)propionic acid), O=P12OP3(=O)OP(=O)(O1)OP(=O)(O2)O3 (P2O5), O=P12OP3(=O)OP(=O)(O1)OP(=O)(O2)O3 (P2O5). The solvent is C1(=CC=CC=C1)C (toluene). Reaction conditions: temperature 100 celsius, time 2 hour. Yields the product O1C=CC=2SCCC(C21)=O (6,7-Dihydro-5H-furano[3,2-b]thiopyran-7-one). As a reaction SMILES: [O:1]1[CH:5]=[CH:4][C:3]([S:6][CH2:7][CH2:8][C:9]([OH:11])=O)=[CH:2]1.O=P12OP3(OP(OP(O3)(O1)=O)(=O)O2)=O>C1(C)C=CC=CC=1>[O:1]1[C:2]2[C:9](=[O:11])[CH2:8][CH2:7][S:6][C:3]=2[CH:4]=[CH:5]1. Reported procedure: A mixture of 3-(3-furylthio)propionic acid (4.3 g, 0.025 mol), SUPER CEL® (5 g), and P2O5 (8 g) in toluene (80 ml) was mechanically stirred under N2 at 100° C. After 2 hours, additional P2O5 (8 g) was added and the mixture heated for 3 hours at 100° C. The mixture was filtered, and the solid was washed with hot toluene (3X), and the filtrate concentrated to dryness to yield the product.